The task is: describe an organic reaction: reactants, conditions, products, and yield. This data is from the Open Reaction Database (ORD), a public repository of structured organic reaction records. Reactants: CCCC=O, CC(C)CN(C(CO)CCCCNC(=O)C(N)Cc1ccc2ccccc2c1)S(=O)(=O)c1ccc(N)cc1. The product is CCCCNC(Cc1ccc2ccccc2c1)C(=O)NCCCCC(CO)N(CC(C)C)S(=O)(=O)c1ccc(N)cc1. Reaction SMILES: [CH:39]([CH2:40][CH2:41][CH3:42])=[O:43].[NH2:1][CH:2]([C:3](=[O:4])[NH:5][CH2:6][CH2:7][CH2:8][CH2:9][CH:10]([CH2:11][OH:12])[N:13]([CH2:14][CH:15]([CH3:16])[CH3:17])[S:18](=[O:19])(=[O:20])[c:21]1[cH:22][cH:23][c:24]([NH2:27])[cH:25][cH:26]1)[CH2:28][c:29]1[cH:30][c:31]2[cH:32][cH:33][cH:34][cH:35][c:36]2[cH:37][cH:38]1>>[NH:1]([CH:2]([C:3](=[O:4])[NH:5][CH2:6][CH2:7][CH2:8][CH2:9][CH:10]([CH2:11][OH:12])[N:13]([CH2:14][CH:15]([CH3:16])[CH3:17])[S:18](=[O:19])(=[O:20])[c:21]1[cH:22][cH:23][c:24]([NH2:27])[cH:25][cH:26]1)[CH2:28][c:29]1[cH:30][c:31]2[cH:32][cH:33][cH:34][cH:35][c:36]2[cH:37][cH:38]1)[CH2:39][CH2:40][CH2:41][CH3:42].